Dataset: the Open Reaction Database (ORD), a public repository of structured organic reaction records. Task: describe an organic reaction: reactants, conditions, products, and yield Reactants: C(C)C1=C(C(=CC=C1)CC)NC(=O)C1=NN(C2=C1CCC=1C=NC(=NC21)NC2=C(C=C(C(=O)OC(C)(C)C)C=C2)OC)C (tert-butyl 4-({3-[(2,6-diethylphenyl)carbamoyl]-1-methyl-4,5-dihydro-1H-pyrazolo[4,3-h]quinazolin-8-yl}amino)-3-methoxybenzoate), O (Water). Solvent: CN(C=O)C (dimethylformamide), FC(C(=O)O)(F)F (trifluoro acetic acid). Conditions: time 8 hour. Yields the product C(C)C1=C(C(=CC=C1)CC)NC(=O)C1=NN(C2=C1CCC=1C=NC(=NC21)NC2=C(C=C(C(=O)O)C=C2)OC)C (4-({3-[(2,6-Diethylphenyl)carbamoyl]-1-methyl-4,5-dihydro-1H-pyrazolo[4,3-h]quinazolin-8-yl}amino)-3-methoxybenzoic acid). The yield is 99.7%. As a reaction SMILES: [CH2:1]([C:3]1[CH:8]=[CH:7][CH:6]=[C:5]([CH2:9][CH3:10])[C:4]=1[NH:11][C:12]([C:14]1[C:18]2[CH2:19][CH2:20][C:21]3[CH:22]=[N:23][C:24]([NH:27][C:28]4[CH:40]=[CH:39][C:31]([C:32]([O:34]C(C)(C)C)=[O:33])=[CH:30][C:29]=4[O:41][CH3:42])=[N:25][C:26]=3[C:17]=2[N:16]([CH3:43])[N:15]=1)=[O:13])[CH3:2].O>CN(C)C=O.FC(F)(F)C(O)=O>[CH2:9]([C:5]1[CH:6]=[CH:7][CH:8]=[C:3]([CH2:1][CH3:2])[C:4]=1[NH:11][C:12]([C:14]1[C:18]2[CH2:19][CH2:20][C:21]3[CH:22]=[N:23][C:24]([NH:27][C:28]4[CH:40]=[CH:39][C:31]([C:32]([OH:34])=[O:33])=[CH:30][C:29]=4[O:41][CH3:42])=[N:25][C:26]=3[C:17]=2[N:16]([CH3:43])[N:15]=1)=[O:13])[CH3:10]. Reported procedure: To a solution of tert-butyl 4-({3-[(2,6-diethylphenyl)carbamoyl]-1-methyl-4,5-dihydro-1H-pyrazolo[4,3-h]quinazolin-8-yl}amino)-3-methoxybenzoate (500 mg, 0.857 mmol) in dimethylformamide (8 mL), trifluoro acetic acid (0.600 mL), were added. The mixture was stirred at room temperature overnight. Water was added and the mixture extracted with ethylacetate. The organic solvent evaporated to dryness. To give 450 mg of the title compound in quantitative yield. The reactants are C(C)(CC)P(CCCO)CCCO (s-butyl bis(3-hydroxypropyl) phosphine), C=CCC (butene), OCCCP(C(C)CC)C(C)CC (3-hydroxypropyl di-s-butyl phosphine), OO (hydrogen peroxide). Solvent: C(C)(C)O (isopropanol), C(=S)=S (carbon disulfide), C(C)(C)O (isopropanol). Product: C(C)(CC)P(CCCO)(CCCO)=O (s-Butyl bis(3-Hydroxypropyl) Phosphine Oxide). Reaction SMILES: [CH:1]([P:5]([CH2:10][CH2:11][CH2:12][OH:13])[CH2:6][CH2:7][CH2:8][OH:9])([CH2:3][CH3:4])[CH3:2].[OH:14]CCCP(C(CC)C)C(CC)C.OO.C=CCC>C(O)(C)C.C(=S)=S>[CH:1]([P:5](=[O:14])([CH2:6][CH2:7][CH2:8][OH:9])[CH2:10][CH2:11][CH2:12][OH:13])([CH2:3][CH3:4])[CH3:2]. Procedure: The residual product is believed to contain both s-butyl bis(3-hydroxypropyl) phosphine and 3-hydroxypropyl di-s-butyl phosphine. It is dissolved in an equal volume of isopropanol and oxidized with 30% hydrogen peroxide in an equal volume of isopropanol as described above in Example I until a negative carbon disulfide reading is obtained. The solution of oxidized phosphine is concentrated under reduced pressure to yield a syrupy yellow liquid weighing 555.6 g (99.2% yield on oxidation or a yield... Starting materials: CCN(CC)CC1CCCCCN1, CC(C)OC(C)C, O=C1Nc2ccccc2N(C(=O)CCl)c2ccccc21. Yields the product CCN(CC)CC1CCCCCN1CC(=O)N1c2ccccc2NC(=O)c2ccccc21. As a reaction SMILES: [CH2:21]([CH3:22])[N:23]([CH2:24][CH3:25])[CH2:26][CH:27]1[NH:28][CH2:29][CH2:30][CH2:31][CH2:32][CH2:33]1.[CH:34]([O:35][CH:36]([CH3:37])[CH3:38])([CH3:39])[CH3:40].[Cl:1][CH2:2][C:3](=[O:4])[N:5]1[c:6]2[c:7]([cH:17][cH:18][cH:19][cH:20]2)[NH:8][C:9](=[O:16])[c:10]2[c:11]1[cH:12][cH:13][cH:14][cH:15]2>>[CH2:2]([C:3](=[O:4])[N:5]1[c:6]2[c:7]([cH:17][cH:18][cH:19][cH:20]2)[NH:8][C:9](=[O:16])[c:10]2[c:11]1[cH:12][cH:13][cH:14][cH:15]2)[N:28]1[CH:27]([CH2:26][N:23]([CH2:21][CH3:22])[CH2:24][CH3:25])[CH2:33][CH2:32][CH2:31][CH2:30][CH2:29]1. Starting materials: alkylamines, C(CCC)N (n-butylamine), BrCC=1C=C2N=CC=NC2=CC1 (6-bromomethyl-quinoxaline), BrCC=1C=C2N=CC=NC2=CC1 (6-bromomethyl-quinoxaline). Product: C(CCC)NCC=1C=C2N=CC=NC2=CC1 (6-n-butylaminomethyl-quinoxaline). As a reaction SMILES: Br[CH2:2][C:3]1[CH:4]=[C:5]2[C:10](=[CH:11][CH:12]=1)[N:9]=[CH:8][CH:7]=[N:6]2.[CH2:13]([NH2:17])[CH2:14][CH2:15][CH3:16]>>[CH2:13]([NH:17][CH2:2][C:3]1[CH:4]=[C:5]2[C:10](=[CH:11][CH:12]=1)[N:9]=[CH:8][CH:7]=[N:6]2)[CH2:14][CH2:15][CH3:16]. Procedure details: Example 10 shows that some organic solvent-soluble nucleophiles (alkylamines, for example) can readily react with 6-bromomethyl-quinoxaline because the compound is completely soluble in the organic phase. Example 10 shows that 6-bromomethyl-quinoxaline completely reacted with n-butylamine in few minutes at room temperature to give 6-n-butylaminomethyl-quinoxaline. In this example, n-butylamine acted as both the nucleophile and the solvent. Reactants: C(C)(C)(C)OC(=O)N1CCN(CC1)C1=NC=NC(=N1)Cl (4-(4-chloro-1,3,5-triazin-2-yl)piperazine-1-carboxylic acid tert-butyl ester), CC1(C=2C=CC(=CC2CCC1)B1OC(C(O1)(C)C)(C)C)C (2-(5,5-dimethyl-5,6,7,8-tetrahydronaphthalen-2-yl)-4,4,5,5-tetramethyl-1,3,2-dioxaborolane). Product: C(C)(C)(C)OC(=O)N1CCN(CC1)C1=NC=NC(=N1)C1=CC=2CCCC(C2C=C1)(C)C (4-[4-(5,5-Dimethyl-5,6,7,8-tetrahydronaphthalen-2-yl)-1,3,5-triazin-2-yl]-piperazine-1-carboxylic acid tert-butyl ester). RXN SMILES: [C:1]([O:5][C:6]([N:8]1[CH2:13][CH2:12][N:11]([C:14]2[N:19]=[C:18](Cl)[N:17]=[CH:16][N:15]=2)[CH2:10][CH2:9]1)=[O:7])([CH3:4])([CH3:3])[CH3:2].[CH3:21][C:22]1([CH3:41])[CH2:31][CH2:30][CH2:29][C:28]2[CH:27]=[C:26](B3OC(C)(C)C(C)(C)O3)[CH:25]=[CH:24][C:23]1=2>>[C:1]([O:5][C:6]([N:8]1[CH2:13][CH2:12][N:11]([C:14]2[N:19]=[C:18]([C:26]3[CH:25]=[CH:24][C:23]4[C:22]([CH3:41])([CH3:21])[CH2:31][CH2:30][CH2:29][C:28]=4[CH:27]=3)[N:17]=[CH:16][N:15]=2)[CH2:10][CH2:9]1)=[O:7])([CH3:4])([CH3:3])[CH3:2]. Reported procedure: The preparation is carried out analogously to FS 102 starting from 4-(4-chloro-1,3,5-triazin-2-yl)piperazine-1-carboxylic acid tert-butyl ester (US 2005/59668) and 2-(5,5-dimethyl-5,6,7,8-tetrahydronaphthalen-2-yl)-4,4,5,5-tetramethyl-1,3,2-dioxaborolane. Reactants: Cl.CN(CCCN=C=NCC)C (1-(3-dimethylaminopropyl)-3-ethylcarbodiimide hydrochloride), CN1CCOCC1 (N-Methylmorpholine), C(C)(=O)N1C(C(N(C(=C1)C1=CC=CC=C1)CC(=O)O)=O)C(C)C ({(3RS)-4-acetyl-3-isopropyl-2-oxo-6-phenyl-1,2,3,4-tetrahydropyrazin-1-yl}acetic acid), ON1N=NC2=C1C=CC=C2 (1-hydroxybenzotriazole), N[C@H](C(C(=O)OC(C)C)O)CC1=CC=CC=C1 (isopropyl (2RS,3S)-3-amino-2-hydroxy-4-phenylbutyrate). The solvent is C(C)(=O)OCC (Ethyl acetate), C(Cl)Cl (methylene chloride). Reaction conditions: time 8 hour. The product is C(C)(=O)N1C(C(N(C(=C1)C1=CC=CC=C1)CC(=O)N[C@H](C(C(=O)OC(C)C)O)CC1=CC=CC=C1)=O)C(C)C (Isopropyl (2RS,3S)-3-{(3RS)-4-acetyl-3-isopropyl-2-oxo-6-phenyl-1,2,3,4-tetrahydropyrazin-1-yl}methylcarbonylamino-2-hydroxy-4-phenylbutyrate). RXN SMILES: CN1CCOCC1.ON1C2C=CC=CC=2N=N1.[NH2:18][C@@H:19]([CH2:28][C:29]1[CH:34]=[CH:33][CH:32]=[CH:31][CH:30]=1)[CH:20]([OH:27])[C:21]([O:23][CH:24]([CH3:26])[CH3:25])=[O:22].[C:35]([N:38]1[CH:43]=[C:42]([C:44]2[CH:49]=[CH:48][CH:47]=[CH:46][CH:45]=2)[N:41]([CH2:50][C:51](O)=[O:52])[C:40](=[O:54])[CH:39]1[CH:55]([CH3:57])[CH3:56])(=[O:37])[CH3:36].Cl.CN(C)CCCN=C=NCC>C(Cl)Cl.C(OCC)(=O)C>[C:35]([N:38]1[CH:43]=[C:42]([C:44]2[CH:49]=[CH:48][CH:47]=[CH:46][CH:45]=2)[N:41]([CH2:50][C:51]([NH:18][C@@H:19]([CH2:28][C:29]2[CH:30]=[CH:31][CH:32]=[CH:33][CH:34]=2)[CH:20]([OH:27])[C:21]([O:23][CH:24]([CH3:25])[CH3:26])=[O:22])=[O:52])[C:40](=[O:54])[CH:39]1[CH:55]([CH3:57])[CH3:56])(=[O:37])[CH3:36] |f:4.5|. Reported procedure: N-Methylmorpholine (67 μl), 1-hydroxybenzotriazole (103 mg) and isopropyl (2RS,3S)-3-amino-2-hydroxy-4-phenylbutyrate (144 mg, Reference compound No. 4-1) are added to a solution of {(3RS)-4-acetyl-3-isopropyl-2-oxo-6-phenyl-1,2,3,4-tetrahydropyrazin-1-yl}acetic acid (160 mg, Reference compound No. 51-1) in methylene chloride (5 ml). The mixture is cooled with ice, 1-(3-dimethylaminopropyl)-3-ethylcarbodiimide hydrochloride (116 mg) is added to the mixture, and the whole is stirred overnight. Et...